This data is from the Open Reaction Database (ORD), a public repository of structured organic reaction records. The task is: describe an organic reaction: reactants, conditions, products, and yield Reactants: O=C([O-])[O-], CC1(C)OB(c2cn[nH]c2)OC1(C)C, CC1(C)CO1, ClCCl, [Cs+], [Cs+]. Product: CC(C)(O)Cn1cc(B2OC(C)(C)C(C)(C)O2)cn1. As a reaction SMILES: [C:15](=[O:16])([O-:17])[O-:18].[CH3:1][C:2]1([CH3:14])[O:3][B:4]([c:9]2[cH:10][n:11][nH:12][cH:13]2)[O:5][C:6]1([CH3:7])[CH3:8].[CH3:21][C:22]1([CH3:25])[O:23][CH2:24]1.[Cl:26][CH2:27][Cl:28].[Cs+:19].[Cs+:20]>>[CH3:1][C:2]1([CH3:14])[O:3][B:4]([c:9]2[cH:10][n:11][n:12]([CH2:24][C:22]([CH3:21])([OH:23])[CH3:25])[cH:13]2)[O:5][C:6]1([CH3:7])[CH3:8]. Starting materials: COC=1C=CC2=C(C1)C1=C(C(NCCS1)=O)S2 (2,3-dihydro-9-methoxy-[1]benzothieno[2,3-f]-1,4-thiazepin-5(4H)-one), NaBO3, CC(=O)O (AcOH). Reaction SMILES: [CH3:1][O:2][C:3]1[CH:4]=[CH:5][C:6]2[S:17][C:10]3[C:11](=[O:16])[NH:12][CH2:13][CH2:14][S:15][C:9]=3[C:7]=2[CH:8]=1.CC(O)=[O:20]>>[CH3:1][O:2][C:3]1[CH:4]=[CH:5][C:6]2[S:17][C:10]3[C:11](=[O:16])[NH:12][CH2:13][CH2:14][S:15](=[O:20])[C:9]=3[C:7]=2[CH:8]=1. Run at time 8 hour. Procedure details: A mixture of 2,3-dihydro-9-methoxy-[1]benzothieno[2,3-f]-1,4-thiazepin-5(4H)-one (200 mg, 0.75 mmol) and NaBO3 -4H2O (116 mg, 0.75 mmol) in 18 mL of AcOH is stirred at room temperature overnight. The reaction mixture is filtered and 60 mL of water is added to the filtrate. Filtration provides 2,3-dihydro-9-methoxy-[1]benzothieno[2,3-f]-1,4-thiazepin-5(4H)-one-1-oxide in 69% yield; mp 215°-216° C. (dec). Yield: 69.0%. Product: COC=1C=CC2=C(C1)C1=C(C(NCCS1=O)=O)S2 (2,3-dihydro-9-methoxy-[1]benzothieno[2,3-f]-1,4-thiazepin-5(4H)-one-1-oxide). Yields the product ClC1=CC(=C(OC=2C=C(C=CC2OC)CC(=O)O)C=C1)CN1C(O[C@@H]([C@@H]1C)C1=CC=CC=C1)=O ({3-[4-Chloro-2-((4S,5R)-4-methyl-2-oxo-5-phenyl-oxazolidin-3-ylmethyl)-phenoxy]-4-methoxy-phenyl}-acetic acid). Procedure details: Prepared according to the procedure described in Example 24, Step 8, using the following starting materials: {3-[4-chloro-2((4S,5R)-4-methyl-2-oxo-5-phenyl-oxazolidin-3-ylmethyl)-phenoxy]-4-methoxy-phenyl}-acetic acid ethyl ester and sodium hydroxide. RXN SMILES: C([O:3][C:4](=[O:36])[CH2:5][C:6]1[CH:11]=[CH:10][C:9]([O:12][CH3:13])=[C:8]([O:14][C:15]2[CH:20]=[CH:19][C:18]([Cl:21])=[CH:17][C:16]=2[CH2:22][N:23]2[C@@H:27]([CH3:28])[C@@H:26]([C:29]3[CH:34]=[CH:33][CH:32]=[CH:31][CH:30]=3)[O:25][C:24]2=[O:35])[CH:7]=1)C.[OH-].[Na+]>>[Cl:21][C:18]1[CH:19]=[CH:20][C:15]([O:14][C:8]2[CH:7]=[C:6]([CH2:5][C:4]([OH:36])=[O:3])[CH:11]=[CH:10][C:9]=2[O:12][CH3:13])=[C:16]([CH2:22][N:23]2[C@@H:27]([CH3:28])[C@@H:26]([C:29]3[CH:34]=[CH:33][CH:32]=[CH:31][CH:30]=3)[O:25][C:24]2=[O:35])[CH:17]=1 |f:1.2|. Starting materials: C(C)OC(CC1=CC(=C(C=C1)OC)OC1=C(C=C(C=C1)Cl)CN1C(O[C@@H]([C@@H]1C)C1=CC=CC=C1)=O)=O ({3-[4-chloro-2((4S,5R)-4-methyl-2-oxo-5-phenyl-oxazolidin-3-ylmethyl)-phenoxy]-4-methoxy-phenyl}-acetic acid ethyl ester), [OH-].[Na+] (sodium hydroxide). RXN SMILES: [Cl:1][C:2]1[C:6]([Cl:7])=[C:5]([CH3:8])[NH:4][C:3]=1[C:9](NC1CCN(C2SC(C#N)=C(O)N=2)CC1)=[O:10].Cl.[NH2:27][CH:28]1[CH2:33][CH2:32][N:31]([C:34]2[S:35][C:36]([C:42]([O:44][CH2:45][CH3:46])=[O:43])=[C:37]([CH2:39][O:40][CH3:41])[N:38]=2)[CH2:30][CH2:29]1>>[Cl:1][C:2]1[C:6]([Cl:7])=[C:5]([CH3:8])[NH:4][C:3]=1[C:9]([NH:27][CH:28]1[CH2:33][CH2:32][N:31]([C:34]2[S:35][C:36]([C:42]([O:44][CH2:45][CH3:46])=[O:43])=[C:37]([CH2:39][O:40][CH3:41])[N:38]=2)[CH2:30][CH2:29]1)=[O:10] |f:1.2|. Procedure: The title compound was prepared from 3,4-dichloro-5-methyl-1H-pyrrole-2-carboxylic acid (Intermediate 3) and ethyl 2-(4-aminopiperidin-1-yl)-4-(methoxymethyl)-1,3-thiazole-5-carboxylate hydrochloride (Intermediate 36) in a manner analogous to Example 29. Starting materials: ClC1=C(NC(=C1Cl)C)C(=O)NC1CCN(CC1)C=1SC(=C(N1)O)C#N (3,4-Dichloro-N-[1-(5-cyano-4-hydroxy-1,3-thiazol-2-yl)piperidin-4-yl]-5-methyl-1H-pyrrole-2-carboxamide), ClC1=C(NC(=C1Cl)C)C(=O)NC1CCN(CC1)C=1SC(=C(N1)O)C#N (3,4-Dichloro-N-[1-(5-cyano-4-hydroxy-1,3-thiazol-2-yl)piperidin-4-yl]-5-methyl-1H-pyrrole-2-carboxamide), Cl.NC1CCN(CC1)C=1SC(=C(N1)COC)C(=O)OCC (ethyl 2-(4-aminopiperidin-1-yl)-4-(methoxymethyl)-1,3-thiazole-5-carboxylate hydrochloride), Cl.NC1CCN(CC1)C=1SC(=C(N1)COC)C(=O)OCC (ethyl 2-(4-aminopiperidin-1-yl)-4-(methoxymethyl)-1,3-thiazole-5-carboxylate hydrochloride). The product is ClC1=C(NC(=C1Cl)C)C(=O)NC1CCN(CC1)C=1SC(=C(N1)COC)C(=O)OCC (Ethyl 2-(4-{[(3,4-dichloro-5-methyl-1H-pyrrol-2-yl)carbonyl]amino}piperidin-1-yl)-4-(methoxymethyl)-1,3-thiazole-5-carboxylate). Reactants: O=C1CCC(=O)N1Br, OCc1nc(Cc2ccccc2)[nH]c1CO, COC(C)O, C1COCCO1. Product: OCc1[nH]c(Cc2ccccc2)nc1Br. As a reaction SMILES: [Br:1][N:2]1[C:3](=[O:4])[CH2:5][CH2:6][C:7]1=[O:8].[CH2:9]([c:10]1[cH:11][cH:12][cH:13][cH:14][cH:15]1)[c:16]1[nH:17][c:18]([CH2:23][OH:24])[c:19]([CH2:21][OH:22])[n:20]1.[CH3:25][O:26][CH:27]([OH:28])[CH3:29].[O:30]1[CH2:31][CH2:32][O:33][CH2:34][CH2:35]1>>[Br:1][c:19]1[c:18]([CH2:23][OH:24])[nH:17][c:16]([CH2:9][c:10]2[cH:11][cH:12][cH:13][cH:14][cH:15]2)[n:20]1. Starting materials: CN1N=CC=2C(=CCCC12)C(=O)[O-] (1-methyl-6,7-dihydro-1H-indazole-4-carboxylate), [BH4-].[Na+] (NaBH4), CO (MeOH). The reagents and catalysts are Cl[Ni]Cl (NiCl2). Reaction conditions: time 1 hour. Yields the product CN1N=CC=2C(CCCC12)C(=O)OC (methyl 1-methyl-4,5,6,7-tetrahydro-1H-indazole-4-carboxylate). Isolated yield 94.0%. RXN SMILES: [CH3:1][N:2]1[C:10]2[CH2:9][CH2:8][CH:7]=[C:6]([C:11]([O-:13])=[O:12])[C:5]=2[CH:4]=[N:3]1.[BH4-].[Na+].[CH3:16]O>Cl[Ni]Cl>[CH3:1][N:2]1[C:10]2[CH2:9][CH2:8][CH2:7][CH:6]([C:11]([O:13][CH3:16])=[O:12])[C:5]=2[CH:4]=[N:3]1 |f:1.2|. Procedure details: To a solution of 1-methyl-6,7-dihydro-1H-indazole-4-carboxylate (7.5 g, 38.7 mmol) and NiCl2 (4.9 g, 38.7 mmol) in MeOH (250 mL) was added NaBH4 (14 g, 387 mmol) in portions at 0° C. The resulting mixture was stirred at room temperature for further 1 hour. The solvent was removed and the residue was purified by column chromatography on silica gel (PE/THF=5/1 v/v %) to afford methyl 1-methyl-4,5,6,7-tetrahydro-1H-indazole-4-carboxylate (7 g, 94%). Reactants: NC=1C=C(C(C(=O)OC)=CC1Cl)O (methyl 4-amino-5-chlorosalicylate), C(C=C)Br (allyl bromide), C(=O)([O-])[O-].[K+].[K+] (K2CO3). The solvent is CC(=O)C (acetone). Reaction conditions: temperature 25 celsius. Product: C(C=C)OC1=C(C(=O)OC)C=C(C(=C1)N)Cl (Methyl 2-allyloxy-4-amino-5-chlorobenzoate). As a reaction SMILES: [NH2:1][C:2]1[CH:3]=[C:4]([OH:13])[C:5](=[CH:10][C:11]=1[Cl:12])[C:6]([O:8][CH3:9])=[O:7].[CH2:14](Br)[CH:15]=[CH2:16].C([O-])([O-])=O.[K+].[K+]>CC(C)=O>[CH2:16]([O:13][C:4]1[CH:3]=[C:2]([NH2:1])[C:11]([Cl:12])=[CH:10][C:5]=1[C:6]([O:8][CH3:9])=[O:7])[CH:15]=[CH2:14] |f:2.3.4|. Reported procedure: A mixture of methyl 4-amino-5-chlorosalicylate (5 g), allyl bromide (12.6 g), ground K2CO3 (30 g) and acetone (120 ml) is stirred at reflux for 5 hours and cooled to 25° C. The mixture is partitioned between methylene chloride and H2O, the organic layer is separated, dried (MgSO4), filtered and evaporated. The residue is recrystallized from hexanechloroform affording the desired product as a crystalline solid (M.P. 107°-109° C.).